Dataset: the Open Reaction Database (ORD), a public repository of structured organic reaction records. Task: describe an organic reaction: reactants, conditions, products, and yield Reactants: C(C)(=O)O[BH-](OC(C)=O)OC(C)=O.[Na+] (Sodium triacetoxyborohydride), C1(=CC=CC=C1)C([C@@H]1N2CCC([C@@H]1N)CC2)C2=CC=CC=C2 ((2S,3S)-2-diphenylmethyl-1-azabicyclo[2.2.2]octane-3-amine), C(C)P(=O)(CC)C=1C=CC(=C(C=O)C1)OC (5-diethylphosphoryl-2-methoxybenzaldehyde), S([O-])(O)(=O)=O.[Na+] (sodium bisulfate). Run in C(Cl)Cl (methylene chloride), C(CCl)Cl (Ethylene chloride). Conditions: time 16 hour. Yields the product C1(=CC=CC=C1)C([C@@H]1N2CCC([C@@H]1NCC1=C(C=CC(=C1)P(=O)(CC)CC)OC)CC2)C2=CC=CC=C2 ((2S,3S)-2-DiphenylmethyI-N-[2-methoxy-5-(diethylphosphoryl)phenyl]methyl-1-azabicyclo[2.2.2]octan-3-amine). RXN SMILES: C(O[BH-](OC(=O)C)OC(=O)C)(=O)C.[Na+].[C:15]1([CH:21]([C:31]2[CH:36]=[CH:35][CH:34]=[CH:33][CH:32]=2)[C@H:22]2[C@@H:27]([NH2:28])[CH:26]3[CH2:29][CH2:30][N:23]2[CH2:24][CH2:25]3)[CH:20]=[CH:19][CH:18]=[CH:17][CH:16]=1.[CH2:37]([P:39]([C:43]1[CH:44]=[CH:45][C:46]([O:51][CH3:52])=[C:47]([CH:50]=1)[CH:48]=O)([CH2:41][CH3:42])=[O:40])[CH3:38].S(=O)(=O)(O)[O-].[Na+]>C(Cl)Cl.C(Cl)CCl>[C:31]1([CH:21]([C:15]2[CH:16]=[CH:17][CH:18]=[CH:19][CH:20]=2)[C@H:22]2[C@@H:27]([NH:28][CH2:48][C:47]3[CH:50]=[C:43]([P:39]([CH2:41][CH3:42])([CH2:37][CH3:38])=[O:40])[CH:44]=[CH:45][C:46]=3[O:51][CH3:52])[CH:26]3[CH2:29][CH2:30][N:23]2[CH2:24][CH2:25]3)[CH:36]=[CH:35][CH:34]=[CH:33][CH:32]=1 |f:0.1,4.5|. Reported procedure: Sodium triacetoxyborohydride (202 mg, 0.95 mmol) was added to a solution of (2S,3S)-2-diphenylmethyl-1-azabicyclo[2.2.2]octane-3-amine (150 mg, 0.51 mmol) and 5-diethylphosphoryl-2-methoxybenzaldehyde (150 mg, 0.55 mmol) dissolved in methylene chloride (5 ml) at rt, and the resulting solution was stirred for 16 h. Ethylene chloride and 1N sodium bisulfate were added to the reaction mixture. After 5 min the organic layer was washed with aq. sodium bicarbonate solution and brine. The extracts were... Reactants: ClC1=C(C=C(C=C1[N+](=O)[O-])C1=CC=CC=C1)[N+](=O)[O-] (4-chloro-3,5-dinitrobiphenyl), material. Reagents/catalysts: [Ni] (Raney Nickel). The solvent is O1CCOCC1 (dioxane). Product: ClC1=C(C=C(C=C1N)C1=CC=CC=C1)N (2-Chloro-5-phenyl-m-phenylenediamine). RXN SMILES: [Cl:1][C:2]1[C:7]([N+:8]([O-])=O)=[CH:6][C:5]([C:11]2[CH:16]=[CH:15][CH:14]=[CH:13][CH:12]=2)=[CH:4][C:3]=1[N+:17]([O-])=O>[Ni].O1CCOCC1>[Cl:1][C:2]1[C:7]([NH2:8])=[CH:6][C:5]([C:11]2[CH:16]=[CH:15][CH:14]=[CH:13][CH:12]=2)=[CH:4][C:3]=1[NH2:17]. Procedure details: A solution of 2.79 g. (0.01 mole) of 4-chloro-3,5-dinitrobiphenyl [R. C. Hall and C. S. Giam, J. Agr. Food Chem 20 (3) 546-52 (1972)] in 200 ml. of dioxane is hydrogenated at 3 atmospheres using Raney Nickel Catalyst. The catalyst is removed by filtration and the residue concentrated under reduced pressure. The residue is recrystallized from ethanol-water. There is obtained 1.12 g. (51%) of material melting point at 142°-144.5°. Additional recrystallization raises the melting point to 146.7°. Starting materials: ClC1=NC=NC(=C1CCN1C(C2=CC=CC=C2C1=O)=O)N[C@H]1CCC2=CC=CC=C12 (2-(2-{4-chloro-6-[(1S)-2,3-dihydro-1H-inden-1-ylamino]pyrimidin-5-yl}ethyl)-1H-isoindole-1,3(2H)-dione), O.NN (hydrazine hydrate), C(C)O (ethanol). Run at temperature 23 celsius. Product: NCCC=1C(=CC=NC1Cl)N[C@H]1CCC2=CC=CC=C12 (5-(2-aminoethyl)-6-chloro-N-[(1S)-2,3-dihydro-1H-inden-1-yl]pyridin-4-amine). The yield is 50.0%. As a reaction SMILES: [Cl:1][C:2]1[C:7]([CH2:8][CH2:9][N:10]2C(=O)C3C(=CC=CC=3)C2=O)=[C:6]([NH:21][C@@H:22]2[C:30]3[C:25](=[CH:26][CH:27]=[CH:28][CH:29]=3)[CH2:24][CH2:23]2)N=[CH:4][N:3]=1.O.NN.[CH2:34](O)C>>[NH2:10][CH2:9][CH2:8][C:7]1[C:6]([NH:21][C@@H:22]2[C:30]3[C:25](=[CH:26][CH:27]=[CH:28][CH:29]=3)[CH2:24][CH2:23]2)=[CH:34][CH:4]=[N:3][C:2]=1[Cl:1] |f:1.2|. Procedure: 2-(2-{4-chloro-6-[(1S)-2,3-dihydro-1H-inden-1-ylamino]pyrimidin-5-yl}ethyl)-1H-isoindole-1,3(2H)-dione (3.50 g, 8.32 mmol) was suspended in ethanol (102 mL) and hydrazine hydrate (1.62 mL, 33.3 mmol) was added. The mixture was heated to reflux for 1 hour. At that time, LCMS indicated complete conversion. The mixture was cooled to 23° C., crystals were filtered off, the residue was evaporated in vacuo and purified using chromatography on silica gel using gradient 0 to 20% MeOH in methylene chlori... Starting materials: Br, CCCn1c(-c2ccc([N+](=O)[O-])cc2)c(C)c2cc(OCc3ccccc3)ccc21, CC(=O)O. Product: CCCn1c(-c2ccc([N+](=O)[O-])cc2)c(C)c2cc(O)ccc21. RXN SMILES: [BrH:31].[CH2:1]([c:2]1[cH:3][cH:4][cH:5][cH:6][cH:7]1)[O:8][c:9]1[cH:10][c:11]2[c:12]([CH3:30])[c:13](-[c:21]3[cH:22][cH:23][c:24]([N+:27](=[O:28])[O-:29])[cH:25][cH:26]3)[n:14]([CH2:18][CH2:19][CH3:20])[c:15]2[cH:16][cH:17]1.[CH3:32][C:33](=[O:34])[OH:35]>>[OH:8][c:9]1[cH:10][c:11]2[c:12]([CH3:30])[c:13](-[c:21]3[cH:22][cH:23][c:24]([N+:27](=[O:28])[O-:29])[cH:25][cH:26]3)[n:14]([CH2:18][CH2:19][CH3:20])[c:15]2[cH:16][cH:17]1. The reactants are FC1=CC=C(C=C1)C=1N(C(=C(C1C1=CC=CC=C1)C(NC1=CC=CC=C1)=O)C(C)C)CCC(CC(CC(=O)OCC)=O)=O (7-[2-(4-fluorophenyl)-5-isopropyl-3-phenyl-4-phenylcarbamoyl-pyrrol-1-yl]-3,5-dioxo-heptanoic acid, ethyl ester), C(CC(=O)C)(=O)OCC (ethyl acetoacetate), amide, C(CC(=O)C)(=O)O (acetoacetic acid). The product is C1(=CC=CC=C1)NC(=O)C1=C(N(C(=C1C1=CC=CC=C1)C1=CC=C(C=C1)F)CC[C@H]1OC(C[C@@H](C1)O)=O)C(C)C (5-(4-fluorophenyl)-1-[2-((2R,4R)-4-hydroxy-6-oxo-tetrahydro-pyran-2-yl)-ethyl]-2-isopropyl-4-phenyl-1H-pyrrole-3-carboxylic acid phenylamide). As a reaction SMILES: [F:1][C:2]1[CH:7]=[CH:6][C:5]([C:8]2[N:9]([CH2:31][CH2:32][C:33](=O)[CH2:34][C:35](=[O:42])[CH2:36][C:37]([O:39]CC)=[O:38])[C:10]([CH:28]([CH3:30])[CH3:29])=[C:11]([C:19](=[O:27])[NH:20][C:21]3[CH:26]=[CH:25][CH:24]=[CH:23][CH:22]=3)[C:12]=2[C:13]2[CH:18]=[CH:17][CH:16]=[CH:15][CH:14]=2)=[CH:4][CH:3]=1.C(O)(=O)CC(C)=O.C(OCC)(=O)CC(C)=O>>[C:21]1([NH:20][C:19]([C:11]2[C:12]([C:13]3[CH:14]=[CH:15][CH:16]=[CH:17][CH:18]=3)=[C:8]([C:5]3[CH:4]=[CH:3][C:2]([F:1])=[CH:7][CH:6]=3)[N:9]([CH2:31][CH2:32][C@@H:33]3[CH2:34][C@@H:35]([OH:42])[CH2:36][C:37](=[O:39])[O:38]3)[C:10]=2[CH:28]([CH3:30])[CH3:29])=[O:27])[CH:26]=[CH:25][CH:24]=[CH:23][CH:22]=1. Procedure details: In a process analogous to Step 5 METHOD A, by substituting the appropriate ester or amide of acetoacetic acid for ethyl acetoacetate, one obtains the following compounds: Starting materials: BrC=1C=NC=NC1 (5-Bromopyrimidine), N[C@H](C(C)C)C(=O)O (D-valine), CN(C)CCO (dimethylaminoethanol), [O-]P(=O)([O-])[O-].[K+].[K+].[K+] (potassium phosphate tribasic), Cl (hydrochloric acid), C(=O)(C(F)(F)F)O (TFA). The reagents and catalysts are [Cu]I (copper(I) iodide). Run in O (water). Yields the product CC([C@H](C(=O)O)NC=1C=NC=NC1)C ((R)-3-Methyl-2-(pyrimidin-5-ylamino)butanoic acid). RXN SMILES: Br[C:2]1[CH:3]=[N:4][CH:5]=[N:6][CH:7]=1.[NH2:8][C@@H:9]([C:13]([OH:15])=[O:14])[CH:10]([CH3:12])[CH3:11].CN(CCO)C.[O-]P([O-])([O-])=O.[K+].[K+].[K+].Cl.C(O)(C(F)(F)F)=O>[Cu]I.O>[CH3:11][CH:10]([CH3:12])[C@@H:9]([NH:8][C:2]1[CH:3]=[N:4][CH:5]=[N:6][CH:7]=1)[C:13]([OH:15])=[O:14] |f:3.4.5.6|. Reported procedure: 5-Bromopyrimidine (407 mg, 2.56 mmol), D-valine (250 mg, 2.13 mmol), copper(I) iodide (40.6 mg, 0.213 mmol), dimethylaminoethanol (400 mg, 4.49 mmol), potassium phosphate tribasic (1359 mg, 6.40 mmol), and water (2 mL) was stirred at 80° C. for several hours. 1 N hydrochloric acid (3 mL) was added to the reaction mixture followed by TFA (3 mL) and the reaction was extracted with EtOAc. The organic portion was dried over sodium sulfate, filtered, concentrated, and the product was isolated as a br... Starting materials: COC=CC (methoxypropene), ICCO (2-iodoethanol), C([O-])([O-])=O.[K+].[K+] (potassium carbonate). Reagents/catalysts: P(=O)(Cl)(Cl)Cl (phosphorous oxychloride). Run at time 1 hour. The product is COC(C)(C)OCCI (2-methoxy-2-(2-iodoethoxy)propane). Reaction SMILES: [CH3:1][O:2][CH:3]=[CH:4]C.[I:6][CH2:7][CH2:8][OH:9].[C:10](=O)([O-])[O-].[K+].[K+]>P(Cl)(Cl)(Cl)=O>[CH3:1][O:2][C:3]([O:9][CH2:8][CH2:7][I:6])([CH3:4])[CH3:10] |f:2.3.4|. Procedure details: To 6 mls of cold (0° C.) methoxypropene was added 3 mls of 2-iodoethanol and 1 drop of phosphorous oxychloride (POCl3). The reaction was stirred for 1 hour and then solid potassium carbonate was added. After 10 minutes the liquid was decanted and concentrated to give the product as an oil.